From a dataset of the Open Reaction Database (ORD), a public repository of structured organic reaction records. describe an organic reaction: reactants, conditions, products, and yield The reactants are CC(=O)Nc1ccc(I)cc1, CNC(=O)Nc1ccc(C(=O)[O-])cc1. Product: CC(=O)N(C)c1ccc(I)cc1. As a reaction SMILES: [C:1]([CH3:2])(=[O:3])[NH:4][c:5]1[cH:6][cH:7][c:8]([I:11])[cH:9][cH:10]1.[CH3:12][NH:13][C:14]([NH:15][c:16]1[cH:17][cH:18][c:19]([C:20]([O-:21])=[O:22])[cH:23][cH:24]1)=[O:25]>>[C:1]([CH3:2])(=[O:3])[N:4]([c:5]1[cH:6][cH:7][c:8]([I:11])[cH:9][cH:10]1)[CH3:12]. Starting materials: C(C1=CC=CC=C1)N1C(C(N(CC1)C=1N=NC(=C(C1C)C)C1=CC=C(C=C1)F)C)=O (1-benzyl-4-(6-(4-fluorophenyl)-4,5-dimethylpyridazin-3-yl)-3-methylpiperazin-2-one), Cl (HCl), CO (MeOH). The solvent is C1CCOC1 (THF), O1CCOCC1 (1,4-dioxane). Reaction conditions: temperature 50 celsius. Product: C(C1=CC=CC=C1)N1CC(N(CC1)C=1N=NC(=C(C1C)C)C1=CC=C(C=C1)F)C (3-(4-Benzyl-2-methylpiperazin-1-yl)-6-(4-fluorophenyl)-4,5-dimethylpyridazine), solid. The yield is 89.0%. As a reaction SMILES: [CH2:1]([N:8]1[CH2:13][CH2:12][N:11]([C:14]2[N:15]=[N:16][C:17]([C:22]3[CH:27]=[CH:26][C:25]([F:28])=[CH:24][CH:23]=3)=[C:18]([CH3:21])[C:19]=2[CH3:20])[CH:10]([CH3:29])[C:9]1=O)[C:2]1[CH:7]=[CH:6][CH:5]=[CH:4][CH:3]=1.CO.Cl>C1COCC1.O1CCOCC1>[CH2:1]([N:8]1[CH2:13][CH2:12][N:11]([C:14]2[N:15]=[N:16][C:17]([C:22]3[CH:23]=[CH:24][C:25]([F:28])=[CH:26][CH:27]=3)=[C:18]([CH3:21])[C:19]=2[CH3:20])[CH:10]([CH3:29])[CH2:9]1)[C:2]1[CH:3]=[CH:4][CH:5]=[CH:6][CH:7]=1. Procedure details: Treat a solution of 1-benzyl-4-(6-(4-fluorophenyl)-4,5-dimethylpyridazin-3-yl)-3-methylpiperazin-2-one (2.84 g, 7.02 mmol) in THF (70 mL) with borane-methyl sulfide complex (1.96 mL, 21.1 mmol). Heat the resulting mixture at 50° C. for 2 h. Cool the reaction mixture in an ice bath, add MeOH (20 mL) via a dropping funnel followed by 4 M HCl in 1,4-dioxane (20 mL). Heat the resulting mixture at 65° C. for 1 h. Concentrate the mixture under reduced pressure. Partition the residue between CH2Cl2 and...